The task is: describe an organic reaction: reactants, conditions, products, and yield. This data is from the Open Reaction Database (ORD), a public repository of structured organic reaction records. The reactants are ClC1=C(C=2CC3=CC=CC=C3C2C=C1)Cl (Dichlorofluorene), C1=C(C=CC=C1O)C (m-cresol). Solvent: ClCCl (dichloromethane). Conditions: temperature 40 celsius. Product: spiro-ether, CC=1C=CC=2C3(C4=CC=C(C=C4OC2C1)C)C1=CC=CC=C1C=1C=CC=CC13 (3',6'-dimethylspiro[fluorene-9,9'-xanthene]). As a reaction SMILES: Cl[C:2]1[CH:14]=[CH:13][C:12]2[C:11]3[C:6](=[CH:7][CH:8]=[CH:9][CH:10]=3)[CH2:5][C:4]=2[C:3]=1Cl.[CH:16]1[C:21]([OH:22])=[CH:20][CH:19]=[CH:18][C:17]=1[CH3:23]>ClCCl>[CH3:5][C:4]1[CH:3]=[CH:2][C:14]2[C:5]3([C:6]4[CH:7]=[CH:8][CH:9]=[CH:10][C:11]=4[C:12]4[C:4]3=[CH:3][CH:2]=[CH:14][CH:13]=4)[C:20]3[C:21]([O:22][C:13]=2[CH:12]=1)=[CH:16][C:17]([CH3:23])=[CH:18][CH:19]=3. Reported procedure: Dichlorofluorene (DCF) (35.27 g, 0.15 mole) is weighed into a powder addition funnel and dissolved in 20 mL of dry dichloromethane. Liquid m-cresol (64.88 g, 0.6 mole) is weighed into a 250 mL three-necked round-bottomed flask which is equipped with a stirrer, heating mantle, nitrogen inlet, condenser, thermometer, and drying tube. Dry dichloromethane (80 mL) is added and the mixture is heated to 40° C. with stirring. DCF solution is added slowly to the mixture as the temperature is maintained a... The reactants are Cl.N1=CC=CC=C1 (pyridine hydrochloride), C([O-])([O-])=O.[Na+].[Na+] (sodium carbonate), ClC1=C(C=NC2=CC(=CC=C12)OC)C#N (4-chloro-7-methoxy-3-quinolinecarbonitrile), NC1=CC=C(C(=C1)O)C (5-amino-o-cresol). The solvent is C(C)OCCO (2-ethoxy ethanol), O (water). Yields the product OC=1C=C(C=CC1C)NC1=C(C=NC2=CC(=CC=C12)OC)C#N (4-(3-Hydroxy-4-methyl-phenylamino)-7-methoxy-quinoline-3-carbonitrile). Reaction SMILES: Cl[C:2]1[C:11]2[C:6](=[CH:7][C:8]([O:12][CH3:13])=[CH:9][CH:10]=2)[N:5]=[CH:4][C:3]=1[C:14]#[N:15].[NH2:16][C:17]1[CH:22]=[C:21]([OH:23])[C:20]([CH3:24])=[CH:19][CH:18]=1.Cl.N1C=CC=CC=1.C(=O)([O-])[O-].[Na+].[Na+]>C(OCCO)C.O>[OH:23][C:21]1[CH:22]=[C:17]([NH:16][C:2]2[C:11]3[C:6](=[CH:7][C:8]([O:12][CH3:13])=[CH:9][CH:10]=3)[N:5]=[CH:4][C:3]=2[C:14]#[N:15])[CH:18]=[CH:19][C:20]=1[CH3:24] |f:2.3,4.5.6|. Reported procedure: To a suspension of 200 mg (0.91 mmol) of 4-chloro-7-methoxy-3-quinolinecarbonitrile and 135.5 mg (1.10 mmol) of 5-amino-o-cresol in 10 mL of 2-ethoxy ethanol was added 105.6 mg (0.91 mmol) of pyridine hydrochloride. The resulting reaction mixture was refluxed for 1 hr, and then the solvent was removed to give a residue. To the residue was added about 30 mL of water and neutralized to pH 7-8 by addition of diluted sodium carbonate solution. The precipitate was collected by filtration and washed w... The reactants are C(CCCC)NC[C@@H]1CC[C@H](CC1)CNCCCCC (Trans-1,4-bis[(normalpentylamino)methyl]cyclohexane), CN(C1=CC=C(C=C1)N=C=O)C (4-dimethylaminophenyl isocyanate). Run in CCOCC (ether), C(C)#N (acetonitrile). Run at time 10 hour. The product is CN(C1=CC=C(C=C1)NC(N(CCCCC)C[C@@H]1CC[C@H](CC1)CN(C(=O)NC1=CC=C(C=C1)N(C)C)CCCCC)=O)C (Trans-1,4-bis[[3-(4-dimethylaminophenyl)-1-normalpentylureido]methyl]cyclohexane). The yield is 89.0%. As a reaction SMILES: [CH2:1]([NH:6][CH2:7][C@H:8]1[CH2:13][CH2:12][C@H:11]([CH2:14][NH:15][CH2:16][CH2:17][CH2:18][CH2:19][CH3:20])[CH2:10][CH2:9]1)[CH2:2][CH2:3][CH2:4][CH3:5].[CH3:21][N:22]([CH3:32])[C:23]1[CH:28]=[CH:27][C:26]([N:29]=[C:30]=[O:31])=[CH:25][CH:24]=1>CCOCC.C(#N)C>[CH3:21][N:22]([CH3:32])[C:23]1[CH:28]=[CH:27][C:26]([NH:29][C:30](=[O:31])[N:15]([CH2:14][C@H:11]2[CH2:10][CH2:9][C@H:8]([CH2:7][N:6]([CH2:1][CH2:2][CH2:3][CH2:4][CH3:5])[C:30]([NH:29][C:26]3[CH:27]=[CH:28][C:23]([N:22]([CH3:32])[CH3:21])=[CH:24][CH:25]=3)=[O:31])[CH2:13][CH2:12]2)[CH2:16][CH2:17][CH2:18][CH2:19][CH3:20])=[CH:25][CH:24]=1. Reported procedure: Trans-1,4-bis[(normalpentylamino)methyl]cyclohexane, 0.56 g, was dissolved in 10 ml of ether. A solution of 0.81 g of 4-dimethylaminophenyl isocyanate in 20 ml of acetonitrile was added. The reaction mixture was stirred at room temperature for 10 hours. The solvent of the reaction mixture was distilled off under reduced pressure and the residue was purified by silica gel column chromatography to provide 1.10 g (yield: 89%) of white crystals. Starting materials: CN(C)C=O, ClCCl, [H-], [Na+], COC(=O)c1cccc(O)c1, C=CC(O)(c1ccccc1)c1cccnc1. The product is COC(=O)c1cccc(OCC=C(c2ccccc2)c2cccnc2)c1. RXN SMILES: [CH3:33][N:34]([CH3:35])[CH:36]=[O:37].[Cl:30][CH2:31][Cl:32].[H-:17].[Na+:18].[OH:19][c:20]1[cH:21][c:22]([C:23](=[O:24])[O:25][CH3:26])[cH:27][cH:28][cH:29]1.[c:1]1([C:7]([CH:8]=[CH2:9])([OH:10])[c:11]2[cH:12][n:13][cH:14][cH:15][cH:16]2)[cH:2][cH:3][cH:4][cH:5][cH:6]1>>[c:1]1([C:7](=[CH:8][CH2:9][O:19][c:20]2[cH:21][c:22]([C:23](=[O:24])[O:25][CH3:26])[cH:27][cH:28][cH:29]2)[c:11]2[cH:12][n:13][cH:14][cH:15][cH:16]2)[cH:2][cH:3][cH:4][cH:5][cH:6]1. Reactants: [Cl-].CN(C)[S+](N(C)C)N(C)C (tris(dimethylamino)sulfonium chloride), [O-]C#N.[Na+] (sodium cyanate), CCOCC (Ether). Solvent: CO (methanol). Run at time 3 day. The product is [O-]C#N.CN(C)[S+](N(C)C)N(C)C (tris(dimethylamino)sulfonium cyanate). Yield: 90.0%. RXN SMILES: [Cl-].[CH3:2][N:3]([S+:5]([N:9]([CH3:11])[CH3:10])[N:6]([CH3:8])[CH3:7])[CH3:4].[O-:12][C:13]#[N:14].[Na+].CCOCC>CO>[O-:12][C:13]#[N:14].[CH3:2][N:3]([S+:5]([N:9]([CH3:11])[CH3:10])[N:6]([CH3:8])[CH3:7])[CH3:4] |f:0.1,2.3,6.7|. Procedure details: A mixture of 10 g (0.05 mole) of tris(dimethylamino)sulfonium chloride and 3.6 g (0.055 mole) powdered sodium cyanate in 100 ml methanol was stirred at room temperature (25°) for 3 days. Ether, 300 ml, was added, and the precipitated sodium chloride was filtered off. The filtrate was evaporated to dryness under reduced pressure and the residue was redissolved in acetonitrile, filtered, and then precipitated by the addition of ether. The precipitate was collected on a filter, washed with ether, a...